From a dataset of the Open Reaction Database (ORD), a public repository of structured organic reaction records. describe an organic reaction: reactants, conditions, products, and yield Starting materials: [BH3-]C#N, Cn1cc(C=O)cn1, CC(=O)O, CO, COC(=O)c1ccc2c(C3CCCCC3)c3n(c2c1)CCNCc1ccccc1-3, [Na+]. Yields the product COC(=O)c1ccc2c(C3CCCCC3)c3n(c2c1)CCN(Cc1cnn(C)c1)Cc1ccccc1-3. RXN SMILES: [C:42]([BH3-:43])#[N:44].[CH3:30][n:31]1[n:32][cH:33][c:34]([CH:36]=[O:37])[cH:35]1.[CH3:38][C:39](=[O:40])[OH:41].[CH3:46][OH:47].[CH:1]1([c:7]2[c:8]3[cH:9][cH:10][c:11]([C:26](=[O:27])[O:28][CH3:29])[cH:12][c:13]3[n:14]3[c:15]2-[c:16]2[c:17]([cH:22][cH:23][cH:24][cH:25]2)[CH2:18][NH:19][CH2:20][CH2:21]3)[CH2:2][CH2:3][CH2:4][CH2:5][CH2:6]1.[Na+:45]>>[CH:1]1([c:7]2[c:8]3[cH:9][cH:10][c:11]([C:26](=[O:27])[O:28][CH3:29])[cH:12][c:13]3[n:14]3[c:15]2-[c:16]2[c:17]([cH:22][cH:23][cH:24][cH:25]2)[CH2:18][N:19]([CH2:36][c:34]2[cH:33][n:32][n:31]([CH3:30])[cH:35]2)[CH2:20][CH2:21]3)[CH2:2][CH2:3][CH2:4][CH2:5][CH2:6]1. Product: ClC1=C(C=CC(=C1)Cl)NC(=O)NC(OCC)=NC(=O)OC (1-(2,4-dichlorophenylcarbamoyl)-2-ethyl-3-methoxycarbonylisourea). The yield is 80.8%. Procedure details: 2 g of 2-ethyl-1-methoxycarbonylisourea [prepared as described in Japanese Patent Provisional Publication No. 49-25133 (1974)] and 1.88 g of 2,4-dichlorophenyl isocyanate were dissolved in 100 ml of benzene and the mixture was refluxed for 1 hour. The benzene was then removed by evaporation under reduced pressure and the residue was recrystallized from hexane, giving 2.7 g (yield 81%) of the desired compound as white needles melting at 92°-93° C. As a reaction SMILES: [CH2:1]([O:3][C:4](=[NH:10])[NH:5][C:6]([O:8][CH3:9])=[O:7])[CH3:2].[Cl:11][C:12]1[CH:17]=[C:16]([Cl:18])[CH:15]=[CH:14][C:13]=1[N:19]=[C:20]=[O:21]>C1C=CC=CC=1>[Cl:11][C:12]1[CH:17]=[C:16]([Cl:18])[CH:15]=[CH:14][C:13]=1[NH:19][C:20]([NH:10][C:4](=[N:5][C:6]([O:8][CH3:9])=[O:7])[O:3][CH2:1][CH3:2])=[O:21]. The solvent is C1=CC=CC=C1 (benzene). Starting materials: C(C)OC(NC(=O)OC)=N (2-ethyl-1-methoxycarbonylisourea), ClC1=C(C=CC(=C1)Cl)N=C=O (2,4-dichlorophenyl isocyanate). The reactants are C(CN)N (ethylenediamine), C(C=1C(S)=CC=CC1)(=O)O (thiosalicylic acid), CO (methanol). Run in ClC1=C(C=CC=C1)Cl (1,2-dichlorobenzene). Conditions: temperature 60 celsius. The product is N1C(=NCC1)C1=C(C=CC=C1)S (2-(4,5-Dihydro-1H-imidazol-2-yl)-benzenethiol). Isolated yield 53.1%. As a reaction SMILES: [C:1](O)(=O)[C:2]1[C:3](=[CH:5][CH:6]=[CH:7][CH:8]=1)[SH:4].[CH2:11]([NH2:14])[CH2:12][NH2:13].CO>ClC1C=CC=CC=1Cl>[NH:13]1[CH2:12][CH2:11][N:14]=[C:1]1[C:2]1[CH:8]=[CH:7][CH:6]=[CH:5][C:3]=1[SH:4]. Procedure: To a suspension of 20.0 g (0.112 mol) of thiosalicylic acid in 200 mL of 1,2-dichlorobenzene was added 21.6 mL (0.323 mol) of ethylenediamine. The mixture was refluxed under nitrogen for 4 h then cooled to ca. 60° C. and 50 mL of methanol was added. The solution was allowed to stand at 22° C. over night and the resulting yellow crystalline solid collected and washed with ether to give 10.6 g of pure product.